This data is from the Open Reaction Database (ORD), a public repository of structured organic reaction records. The task is: describe an organic reaction: reactants, conditions, products, and yield Starting materials: ClC1=C(C(=O)C(C(=O)OCC)=COCC)C=C(C(=C1[N+](=O)[O-])Cl)F (Ethyl 2-(2,4-dichloro-5-fluoro-3-nitro-benzoyl)-3-ethoxy-acrylate), C(Cl)Cl (methylene chloride), C(=O)(O)[O-].[Na+] (NaHCO3), Cl.NCCC(=O)OCC (ethyl 3-aminopropionate hydrochloride). The solvent is O (water). Reaction conditions: time 2 hour. Yields the product ClC1=C(C(=O)C(C(=O)OCC)=CNCCC(=O)OCC)C=C(C(=C1[N+](=O)[O-])Cl)F (Ethyl 2-(2,4-dichloro-5-fluoro-3-nitro-benzoyl)-3-(2-ethoxycarbonylethylamino)-acrylate). Reaction SMILES: [Cl:1][C:2]1[C:19]([N+:20]([O-:22])=[O:21])=[C:18]([Cl:23])[C:17]([F:24])=[CH:16][C:3]=1[C:4]([C:6](=[CH:12]OCC)[C:7]([O:9][CH2:10][CH3:11])=[O:8])=[O:5].C(Cl)Cl.Cl.[NH2:29][CH2:30][CH2:31][C:32]([O:34][CH2:35][CH3:36])=[O:33].C([O-])(O)=O.[Na+]>O>[Cl:1][C:2]1[C:19]([N+:20]([O-:22])=[O:21])=[C:18]([Cl:23])[C:17]([F:24])=[CH:16][C:3]=1[C:4]([C:6](=[CH:12][NH:29][CH2:30][CH2:31][C:32]([O:34][CH2:35][CH3:36])=[O:33])[C:7]([O:9][CH2:10][CH3:11])=[O:8])=[O:5] |f:2.3,4.5|. Procedure: 38 g of ethoxy acrylate from Example 1 are initially introduced into 150 ml of methylene chloride. An aqueous solution of 15.4 g of ethyl 3-aminopropionate hydrochloride is added to this. A solution of 8.4 g of NaHCO3 in water is added dropwise to the two-phase system with vigorous stirring. After completion of the dropwise addition, the mixture is stirred for a further 2 hours, and the phases are subsequently separated. Reactants: CC1=C(C=C(C=C1)C=1OC(=NN1)C)C1=CC=C(C=C1)C(=O)O (2′-methyl-5′-(5-methyl-1,3,4-oxadiazol-2-yl)-1,1′-biphenyl-4-carboxylic acid), C1(CC1)C(C1CC1)N (dicyclopropylmethylamine). Yields the product C1(CC1)C(NC(=O)C1=CC=C(C=C1)C1=C(C=CC(=C1)C=1OC(=NN1)C)C)C1CC1 (N-Dicyclopropylmethyl-2′-methyl-5′-(5-methyl-1,3,4-oxadiazol-2-yl)-1,1′-biphenyl-4-carboxamide). As a reaction SMILES: [CH3:1][C:2]1[CH:7]=[CH:6][C:5]([C:8]2[O:9][C:10]([CH3:13])=[N:11][N:12]=2)=[CH:4][C:3]=1[C:14]1[CH:19]=[CH:18][C:17]([C:20](O)=[O:21])=[CH:16][CH:15]=1.[CH:23]1([CH:26]([NH2:30])[CH:27]2[CH2:29][CH2:28]2)[CH2:25][CH2:24]1>>[CH:23]1([CH:26]([CH:27]2[CH2:29][CH2:28]2)[NH:30][C:20]([C:17]2[CH:16]=[CH:15][C:14]([C:3]3[CH:4]=[C:5]([C:8]4[O:9][C:10]([CH3:13])=[N:11][N:12]=4)[CH:6]=[CH:7][C:2]=3[CH3:1])=[CH:19][CH:18]=2)=[O:21])[CH2:25][CH2:24]1. Procedure: N-Dicyclopropylmethyl-2′-methyl-5′-(5-methyl-1,3,4-oxadiazol-2-yl)-1,1′-biphenyl-4-carboxamide was prepared from 2′-methyl-5′-(5-methyl-1,3,4-oxadiazol-2-yl)-1,1′-biphenyl-4-carboxylic acid and dicyclopropylmethylamine using method I. The reactants are BrCCCOC1=C(C=C(C(=O)OC)C=C1)OC (methyl 4-(3-bromopropoxy)-3-methoxybenzoate), [N+](=O)(O)[O-] (nitric acid), N(=O)[O-].[Na+] (sodium nitrite), C(C)(=O)O (acetic acid). Run in O (water). Conditions: temperature 40 celsius. The product is COC=1C(=CC(=C(C(=O)OC)C1)[N+](=O)[O-])OCCCBr (methyl 5-methoxy-4-(3-bromopropoxy)-2-nitrobenzoate). Yield: 931.3%. As a reaction SMILES: [Br:1][CH2:2][CH2:3][CH2:4][O:5][C:6]1[CH:15]=[CH:14][C:9]([C:10]([O:12][CH3:13])=[O:11])=[CH:8][C:7]=1[O:16][CH3:17].[N:18]([O-:20])=[O:19].[Na+].C(O)(=O)C.[N+]([O-])(O)=O>O>[CH3:17][O:16][C:7]1[C:6]([O:5][CH2:4][CH2:3][CH2:2][Br:1])=[CH:15][C:14]([N+:18]([O-:20])=[O:19])=[C:9]([CH:8]=1)[C:10]([O:12][CH3:13])=[O:11] |f:1.2|. Reported procedure: In a 100 mL volume glass flask equipped with a stirrer, a thermometer and a dropping funnel were placed 10.2 g (33.0 mmol) of methyl 4-(3-bromopropoxy)-3-methoxybenzoate (purity: 98%) obtained in Example II-16, 0.23 g (3.30 mmol) of sodium nitrite, and 12.5 mL of acetic acid. The resulting mixture was heated to 40° C. under stirring. To the reaction mixture was dropwise added slowly 13.8 g (132.0 mmol) of nitric acid (60 wt. %), and the mixture was heated at 40-50° C. for 5 hours. After the reac... Reactants: ClC1=C(C=CC(=C1)OC1=CC=NC2=CC(=C(C=C12)C(=O)OC)OC)NC(OC1=CC=CC=C1)=O (Phenyl N-(2-chloro-4-(7-methoxy-6-methoxycarbonyl-4-quinolyl)oxyphenyl)carbamate), CN (methylamine), O (water). Run in C(C)(=O)OCC (ethyl acetate), C(C)(=O)OCC (ethyl acetate), CN(C=O)C (dimethylformamide), CCCCCC (hexane). Product: ClC=1C=C(OC2=CC=NC3=CC(=C(C=C23)C(=O)OC)OC)C=CC1NC(=O)NC (Methyl 4-(3-chloro-4-(((methylamino)carbonyl)amino)phenoxy)-7-methoxy-6-quinolinecarboxylate). Isolated yield 85.0%. As a reaction SMILES: [Cl:1][C:2]1[CH:7]=[C:6]([O:8][C:9]2[C:18]3[C:13](=[CH:14][C:15]([O:23][CH3:24])=[C:16]([C:19]([O:21][CH3:22])=[O:20])[CH:17]=3)[N:12]=[CH:11][CH:10]=2)[CH:5]=[CH:4][C:3]=1[NH:25][C:26](=[O:34])OC1C=CC=CC=1.[CH3:35][NH2:36].O>CN(C)C=O.C(OCC)(=O)C.CCCCCC>[Cl:1][C:2]1[CH:7]=[C:6]([CH:5]=[CH:4][C:3]=1[NH:25][C:26]([NH:36][CH3:35])=[O:34])[O:8][C:9]1[C:18]2[C:13](=[CH:14][C:15]([O:23][CH3:24])=[C:16]([C:19]([O:21][CH3:22])=[O:20])[CH:17]=2)[N:12]=[CH:11][CH:10]=1. Procedure details: Phenyl N-(2-chloro-4-(7-methoxy-6-methoxycarbonyl-4-quinolyl)oxyphenyl)carbamate (1.92 g, 4.00 mmol) and 40% methylamine (methanol solution) (2 ml) were stirred in dimethylformamide (8 ml) at room temperature for 30 minutes. The reaction solution was distributed between ethyl acetate and water, the organic layer was washed with water and saturated saline and dried over anhydrous magnesium sulfate, and the drying agent was filtered out and the filtrate distilled off under reduced pressure. The ob... Reactants: [H-].[Al+3].[Li+].[H-].[H-].[H-] (Lithium aluminum hydride), BrC=1C=C(C=CC1)C(C(=O)OCC)F (ethyl 2-(3-bromophenyl)-2-fluoroacetate). Solvent: C1CCOC1 (THF), ice water, ice water. Product: BrC=1C=C(C=CC1)C(CO)F (2-(3-Bromophenyl)-2-fluoroethanol). Reaction SMILES: [H-].[Al+3].[Li+].[H-].[H-].[H-].[Br:7][C:8]1[CH:9]=[C:10]([CH:14]([F:20])[C:15](OCC)=[O:16])[CH:11]=[CH:12][CH:13]=1>C1COCC1>[Br:7][C:8]1[CH:9]=[C:10]([CH:14]([F:20])[CH2:15][OH:16])[CH:11]=[CH:12][CH:13]=1 |f:0.1.2.3.4.5|. Reported procedure: Lithium aluminum hydride (1M in THF, 13.0 mL) was added portionwise over 7 minutes to a solution of ethyl 2-(3-bromophenyl)-2-fluoroacetate (example 39, step a) (2.94 g) in THF (35 mL), pre-cooled in ice-water. The resulting mixture was stirred in ice-water for 30 minutes, then quenched by the careful addition of methanol (5 mL), added portionwise over 30 minutes. The mixture was poured into 2 molar aqueous HCl and extracted three times with ethyl, acetate. The combined organic extracts were was...